Dataset: the Open Reaction Database (ORD), a public repository of structured organic reaction records. Task: describe an organic reaction: reactants, conditions, products, and yield The reactants are N(C1=CC=CC=C1)C1=NC(=NS1)C(Cl)(Cl)Cl (5-anilino-3-trichloromethyl-1,2,4-thiadiazole), ClC(C(=O)Cl)(Cl)Cl (trichloroacetyl chloride). The solvent is C1(=CC=CC=C1)C (toluene). The product is C1(=CC=CC=C1)N(C(C(Cl)(Cl)Cl)=O)C1=NC(=NS1)C(Cl)(Cl)Cl (5-(N-Phenyl-Trichloroacetamido)-3-Trichloromethyl-1,2,4-Thiadiazole). Yield: 90.9%. Reaction SMILES: [NH:1]([C:8]1[S:12][N:11]=[C:10]([C:13]([Cl:16])([Cl:15])[Cl:14])[N:9]=1)[C:2]1[CH:7]=[CH:6][CH:5]=[CH:4][CH:3]=1.[Cl:17][C:18]([Cl:23])([Cl:22])[C:19](Cl)=[O:20]>C1(C)C=CC=CC=1>[C:2]1([N:1]([C:8]2[S:12][N:11]=[C:10]([C:13]([Cl:16])([Cl:15])[Cl:14])[N:9]=2)[C:19](=[O:20])[C:18]([Cl:23])([Cl:22])[Cl:17])[CH:3]=[CH:4][CH:5]=[CH:6][CH:7]=1. Reported procedure: A solution of 14.7 grams (0.05 mole) 5-anilino-3-trichloromethyl-1,2,4-thiadiazole and 18.0 grams (0.1 mole) trichloroacetyl chloride in 200 milliliters toluene was refluxed at about 110° C. for 20 hours. After removal of the low boiling material in vacuo, the resulting residue was recrystallized from benzene to give 20.0 grams (91% yield) pure product; m.p. 158° C.